This data is from the Open Reaction Database (ORD), a public repository of structured organic reaction records. The task is: describe an organic reaction: reactants, conditions, products, and yield Reactants: CC1=C(C(C=C(O1)CO)=O)OCC1=CC=C(C=C1)OC (6-methyl-5-p-methoxybenzyloxy-2-hydroxymethyl-4-pyrone), Cl.NO (hydroxylamine hydrochloride). The solvent is N1=CC=CC=C1 (pyridine). Conditions: time 7 hour. Yields the product CC1=C(C(C=C(N1O)CO)=O)OCC1=CC=C(C=C1)OC (6-Methyl-5-p-methoxybenzyloxy-2-hydroxymethyl-1-hydroxy-4-pyridone). Isolated yield 30.8%. As a reaction SMILES: [CH3:1][C:2]1O[C:6]([CH2:8][OH:9])=[CH:5][C:4](=[O:10])[C:3]=1[O:11][CH2:12][C:13]1[CH:18]=[CH:17][C:16]([O:19][CH3:20])=[CH:15][CH:14]=1.Cl.[NH2:22][OH:23]>N1C=CC=CC=1>[CH3:1][C:2]1[N:22]([OH:23])[C:6]([CH2:8][OH:9])=[CH:5][C:4](=[O:10])[C:3]=1[O:11][CH2:12][C:13]1[CH:18]=[CH:17][C:16]([O:19][CH3:20])=[CH:15][CH:14]=1 |f:1.2|. Reported procedure: To a solution of 4 g of 6-methyl-5-p-methoxybenzyloxy-2-hydroxymethyl-4-pyrone in 50 ml of pyridine was added 5 g of hydroxylamine hydrochloride at room temperature. The mixture was stirred at 70° to 75° C. for 7 hours. After the reaction liquid was concentrated under reduced pressure, the residue was dissolved in 600 ml of chloroform and washed in succession with water and saturated aqueous sodium hydrogencarbonate solution. After drying the chloroform layer over anhydrous magnesium sulfate, th... Reactants: CCOCC (ether), NC1=C(C(=NN1C1=C(C=C(C=C1Cl)C(F)(F)F)Cl)C#N)I (5-amino-3-cyano-1-(2,6-dichloro-4-trifluoromethylphenyl)-4-iodopyrazole), C(O)([O-])=O.[Na+] (sodium hydrogen carbonate), ClC1=C(C=CC=C1)B(O)O (2-chlorophenylboronic acid). The reagents and catalysts are C=1C=CC(=CC1)[P](C=2C=CC=CC2)(C=3C=CC=CC3)[Pd]([P](C=4C=CC=CC4)(C=5C=CC=CC5)C=6C=CC=CC6)([P](C=7C=CC=CC7)(C=8C=CC=CC8)C=9C=CC=CC9)[P](C=1C=CC=CC1)(C=1C=CC=CC1)C=1C=CC=CC1 (tetrakis(triphenylphosphine)palladium(0)). The solvent is O (water), C1(=CC=CC=C1)C (toluene), C(C)O (ethanol). Yields the product NC1=C(C(=NN1C1=C(C=C(C=C1Cl)C(F)(F)F)Cl)C#N)C1=C(C=CC=C1)Cl (5-Amino-4-(2-chlorophenyl)-3-cyano-1-(2,6-dichloro-4-trifluoromethylphenyl)pyrazole). Reaction SMILES: [NH2:1][C:2]1[N:6]([C:7]2[C:12]([Cl:13])=[CH:11][C:10]([C:14]([F:17])([F:16])[F:15])=[CH:9][C:8]=2[Cl:18])[N:5]=[C:4]([C:19]#[N:20])[C:3]=1I.C(=O)([O-])O.[Na+].[Cl:27][C:28]1[CH:33]=[CH:32][CH:31]=[CH:30][C:29]=1B(O)O.CCOCC>C1(C)C=CC=CC=1.C(O)C.C1C=CC([P]([Pd]([P](C2C=CC=CC=2)(C2C=CC=CC=2)C2C=CC=CC=2)([P](C2C=CC=CC=2)(C2C=CC=CC=2)C2C=CC=CC=2)[P](C2C=CC=CC=2)(C2C=CC=CC=2)C2C=CC=CC=2)(C2C=CC=CC=2)C2C=CC=CC=2)=CC=1.O>[NH2:1][C:2]1[N:6]([C:7]2[C:12]([Cl:13])=[CH:11][C:10]([C:14]([F:17])([F:16])[F:15])=[CH:9][C:8]=2[Cl:18])[N:5]=[C:4]([C:19]#[N:20])[C:3]=1[C:29]1[CH:30]=[CH:31][CH:32]=[CH:33][C:28]=1[Cl:27] |f:1.2,^1:55,57,76,95|. Reported procedure: To a rapidly stirred solution of 5-amino-3-cyano-1-(2,6-dichloro-4-trifluoromethylphenyl)-4-iodopyrazole (0.31 g) in toluene (2 ml) containing tetrakis(triphenylphosphine)palladium(0) (0.03 g) was added saturated aqueous sodium hydrogen carbonate solution (3 ml) and a solution of 2-chlorophenylboronic acid (0.45 g) in ethanol (1 ml). The mixture was heated under reflux for 3.5 hours, cooled and then poured into ether (50 ml) and water (50 ml). The layers were separated and the aqueous phase extr... Reactants: C([O-])(O)=O.[Na+] (sodium bicarbonate), O[C@H]1[C@@H](CCCC1)N1N=C2C(=CN(C=3C=CC=CC23)CC2=CC=C(C=C2)N2N=CC=C2)C1=O ((±)-2-(trans-2-Hydroxycyclohexyl)-5-{[4-(1H-pyrazol-1-yl)phenyl]methyl}-2,5-dihydro-3H-pyrazolo[4,3-c]quinolin-3-one), [H-].[Na+] (sodium hydride), CI (methyl iodide), C([O-])(O)=O.[Na+] (sodium bicarbonate). The solvent is CN(C=O)C (N,N-dimethylformamide). Run at temperature 0 celsius, time 15 minute. Product: CO[C@H]1[C@@H](CCCC1)N1N=C2C(=CN(C=3C=CC=CC23)CC2=CC=C(C=C2)N2N=CC=C2)C1=O ((±)-2-[trans-2-(Methyloxy)cyclohexyl]-5-{[4-(1H-pyrazol-1-yl)phenyl]methyl}-2,5-dihydro-3H-pyrazolo[4,3-c]quinolin-3-one). As a reaction SMILES: [OH:1][C@@H:2]1[CH2:7][CH2:6][CH2:5][CH2:4][C@H:3]1[N:8]1[C:32](=[O:33])[C:11]2=[CH:12][N:13]([CH2:20][C:21]3[CH:26]=[CH:25][C:24]([N:27]4[CH:31]=[CH:30][CH:29]=[N:28]4)=[CH:23][CH:22]=3)[C:14]3[CH:15]=[CH:16][CH:17]=[CH:18][C:19]=3[C:10]2=[N:9]1.[H-].[Na+].CI.[C:38](=O)(O)[O-].[Na+]>CN(C)C=O>[CH3:38][O:1][C@@H:2]1[CH2:7][CH2:6][CH2:5][CH2:4][C@H:3]1[N:8]1[C:32](=[O:33])[C:11]2=[CH:12][N:13]([CH2:20][C:21]3[CH:26]=[CH:25][C:24]([N:27]4[CH:31]=[CH:30][CH:29]=[N:28]4)=[CH:23][CH:22]=3)[C:14]3[CH:15]=[CH:16][CH:17]=[CH:18][C:19]=3[C:10]2=[N:9]1 |f:1.2,4.5|. Procedure: (±)-2-(trans-2-Hydroxycyclohexyl)-5-{[4-(1H-pyrazol-1-yl)phenyl]methyl}-2,5-dihydro-3H-pyrazolo[4,3-c]quinolin-3-one (Example 508, 73 mg, 0.17 mmol) was dissolved in degassed N,N-dimethylformamide (3 mL), cooled to 0° C. and treated with sodium hydride (10 mg, 0.25 mmol, 1.5 equiv). After stirring for 15 minutes, the mixture was warmed to ambient temperature, stirred for 15 minutes and cooled to 0° C. The mixture was treated with methyl iodide (0.026 mL, 0.41 mmol, 2.5 equiv) and stirred at 0° C... Starting materials: ClC1=C2C(=NC=C1)C=C(O2)C2=CC(=CC=C2)C (7-chloro-2-(3-methylphenyl)furo[3,2-b]pyridine), CC1=C2C=CNC2=CC=C1N (4-methyl-1H-indol-5-ylamine). The product is CC1=C2C=CNC2=CC=C1NC1=C2C(=NC=C1)C=C(O2)C=2C=C(C=CC2)C ((4-Methyl-1H-indol-5-yl)-(2-m-tolyl-furo[3,2-b]pyridin-7-yl)-amine), solid. Yield: 67.0%. As a reaction SMILES: Cl[C:2]1[CH:7]=[CH:6][N:5]=[C:4]2[CH:8]=[C:9]([C:11]3[CH:16]=[CH:15][CH:14]=[C:13]([CH3:17])[CH:12]=3)[O:10][C:3]=12.[CH3:18][C:19]1[C:27]([NH2:28])=[CH:26][CH:25]=[C:24]2[C:20]=1[CH:21]=[CH:22][NH:23]2>>[CH3:18][C:19]1[C:27]([NH:28][C:2]2[CH:7]=[CH:6][N:5]=[C:4]3[CH:8]=[C:9]([C:11]4[CH:12]=[C:13]([CH3:17])[CH:14]=[CH:15][CH:16]=4)[O:10][C:3]=23)=[CH:26][CH:25]=[C:24]2[C:20]=1[CH:21]=[CH:22][NH:23]2. Procedure details: The title compound was prepared by procedure E using 7-chloro-2-(3-methylphenyl)furo[3,2-b]pyridine (23.00 mg; 0.09 mmol; 1.00 eq.) instead of 7-chloro-2-(3,4,5-trimethoxyphenyl)furo[3,2-b]pyridine, and 4-methyl-1H-indol-5-ylamine (14.49 mg; 0.10 mmol; 1.05 eq.) instead of 6-amino-2,2-difluoro-4H-benzo[1,4]oxazin-3-one, and was obtained as a beige solid (22 mg, 67%). (HPLC (method F): 99%, RT: 4.24 min); 1H NMR (500 MHz, DMSO-d6) δ [ppm] 11.15 (s, 1H), 8.55 (s, 1H), 7.96 (d, J=5.5, 1H), 7.75 (d,... Starting materials: [Li]CCCC (n-BuLi), C1(=CC=CC=C1)S(=O)(=O)C1=CC=C(C=C1)C#C (4-phenylsulfonylphenylethyne), FC(C(=O)C)(F)F (1,1,1-trifluoroacetone). Solvent: O1CCCC1 (tetrahydrofuran). Conditions: time 5 minute. Yields the product FC(C(C#CC1=CC=C(C=C1)S(=O)(=O)C1=CC=CC=C1)(C)O)(F)F (4,4,4-Trifluoro-3-hydroxy-3-methyl-1-(4-phenylsulfonylphenyl)but-1-yne). The yield is 75.3%. As a reaction SMILES: [C:1]1([S:7]([C:10]2[CH:15]=[CH:14][C:13]([C:16]#[CH:17])=[CH:12][CH:11]=2)(=[O:9])=[O:8])[CH:6]=[CH:5][CH:4]=[CH:3][CH:2]=1.[Li]CCCC.[F:23][C:24]([F:29])([F:28])[C:25]([CH3:27])=[O:26]>O1CCCC1>[F:23][C:24]([F:29])([F:28])[C:25]([OH:26])([CH3:27])[C:17]#[C:16][C:13]1[CH:12]=[CH:11][C:10]([S:7]([C:1]2[CH:2]=[CH:3][CH:4]=[CH:5][CH:6]=2)(=[O:9])=[O:8])=[CH:15][CH:14]=1. Procedure: To a cooled (-78° C.) solution of 4-phenylsulfonylphenylethyne (66 mg, 0.27 mmol) in freshly distilled tetrahydrofuran (2.5 mL) was added n-BuLi (109 mL, 2.5M solution in hexanes, 0.27 mmol). The solution was stirred for 10 minutes at -78° C. at which time 1,1,1-trifluoroacetone (272 mL, 1.0M solution in tetrahydrofuran, 0.27 mmol) was added. The reaction mixture was kept at -78° C. for five minutes before quenching with 2N HCl . Diethyl ether was added, and the aqueous layer extracted further w... Reactants: O=C([O-])O, CCOP(=O)(CC#N)OCC, C1CCOC1, COc1cc(C=O)c(OS(=O)(=O)N(C)C)cc1OC, CC(C)OC(C)C, [H-], [Na+], [Na+], O. Product: COc1cc(C=CC#N)c(OS(=O)(=O)N(C)C)cc1OC. As a reaction SMILES: [C:33](=[O:34])([O-:35])[OH:36].[C:3](#[N:4])[CH2:5][P:6](=[O:7])([O:8][CH2:9][CH3:10])[O:11][CH2:12][CH3:13].[CH2:38]1[O:39][CH2:40][CH2:41][CH2:42]1.[CH3:14][N:15]([S:16]([O:17][c:18]1[c:19]([CH:28]=[O:29])[cH:20][c:21]([O:26][CH3:27])[c:22]([O:24][CH3:25])[cH:23]1)(=[O:30])=[O:31])[CH3:32].[CH:43]([O:44][CH:45]([CH3:46])[CH3:47])([CH3:48])[CH3:49].[H-:1].[Na+:2].[Na+:37].[OH2:50]>>[C:3](#[N:4])[CH:5]=[CH:28][c:19]1[c:18]([O:17][S:16]([N:15]([CH3:14])[CH3:32])(=[O:30])=[O:31])[cH:23][c:22]([O:24][CH3:25])[c:21]([O:26][CH3:27])[cH:20]1. The reactants are BrC1=C(C=2N(C=C1)C(N(N2)CC(C)C)=O)I (7-bromo-8-iodo-2-isobutyl-[1,2,4]triazolo[4,3-a]pyridin-3(2H)-one), ClC1=CC=C(C=C1)B(O)O (4-chlorophenylboronic acid), C(=O)([O-])[O-].[K+].[K+] (K2CO3). Reagents/catalysts: C=1C=CC(=CC1)[P](C=2C=CC=CC2)(C=3C=CC=CC3)[Pd]([P](C=4C=CC=CC4)(C=5C=CC=CC5)C=6C=CC=CC6)([P](C=7C=CC=CC7)(C=8C=CC=CC8)C=9C=CC=CC9)[P](C=1C=CC=CC1)(C=1C=CC=CC1)C=1C=CC=CC1 (tetrakis(triphenylphosphine)palladium). The solvent is O1CCOCC1 (dioxane), O (water). Run at temperature 200 celsius. Yields the product ClC1=CC=C(C=C1)C1=C(C=2N(C=C1)C(N(N2)CC(C)C)=O)C2=CC=C(C=C2)Cl (7,8-bis(4-chlorophenyl)-2-isobutyl-[1,2,4]triazolo[4,3-a]pyridin-3(2H)-one). The yield is 40.8%. Reaction SMILES: Br[C:2]1[CH:7]=[CH:6][N:5]2[C:8](=[O:15])[N:9]([CH2:11][CH:12]([CH3:14])[CH3:13])[N:10]=[C:4]2[C:3]=1I.[Cl:17][C:18]1[CH:23]=[CH:22][C:21](B(O)O)=[CH:20][CH:19]=1.C([O-])([O-])=O.[K+].[K+]>O1CCOCC1.O.C1C=CC([P]([Pd]([P](C2C=CC=CC=2)(C2C=CC=CC=2)C2C=CC=CC=2)([P](C2C=CC=CC=2)(C2C=CC=CC=2)C2C=CC=CC=2)[P](C2C=CC=CC=2)(C2C=CC=CC=2)C2C=CC=CC=2)(C2C=CC=CC=2)C2C=CC=CC=2)=CC=1>[Cl:17][C:18]1[CH:23]=[CH:22][C:21]([C:2]2[CH:7]=[CH:6][N:5]3[C:8](=[O:15])[N:9]([CH2:11][CH:12]([CH3:14])[CH3:13])[N:10]=[C:4]3[C:3]=2[C:21]2[CH:22]=[CH:23][C:18]([Cl:17])=[CH:19][CH:20]=2)=[CH:20][CH:19]=1 |f:2.3.4,^1:43,45,64,83|. Procedure: To a stirring, degassed mixture of 7-bromo-8-iodo-2-isobutyl-[1,2,4]triazolo[4,3-a]pyridin-3(2H)-one (50 mg, 0.13 mmol), 4-chlorophenylboronic acid (40 mg, 0.28 mmol), and tetrakis(triphenylphosphine)palladium (7 mg, 0.006 mmol) in dioxane (1.0 mL) at 20° C. was added K2CO3 (40 mg, 0.25 mmol) in water (0.3 mL). The resulting reaction mixture was heated in a microwave reactor at 200° C. for 10 min under argon. Analysis by HPLC/MS indicated that starting material had been consumed. The reaction mi... Reactants: FC(C(=O)O)(F)F (trifluoroacetic acid), ClCCl (dichloromethane), NC1=CC=C(OCCCN2CCN(CC2)C2=CC(N(C(N2C)=O)C)=O)C=C1 (6-[4-(3-[4-aminophenoxy]propyl)piperazin-1-yl]-1,3-dimethyl-2,4(1H,3H)-pyrimidinedione). Run in C(Cl)(Cl)Cl (chloroform), [OH-].[Na+] (sodium hydroxide). Run at time 1 hour. Product: CN1C(N(C(C=C1N1CCN(CC1)CCCOC1=CC=C(C=C1)NC(C(F)(F)F)=O)=O)C)=O (1,3-dimethyl-6-[4-(3-[4-trifluoroacetylaminophenoxy]propyl)piperazin-1-yl]-2,4(1H,3H)-pyrimidinedione). Yield: 38.0%. As a reaction SMILES: [F:1][C:2]([F:7])([F:6])[C:3](O)=[O:4].ClCCl.[NH2:11][C:12]1[CH:37]=[CH:36][C:15]([O:16][CH2:17][CH2:18][CH2:19][N:20]2[CH2:25][CH2:24][N:23]([C:26]3[N:31]([CH3:32])[C:30](=[O:33])[N:29]([CH3:34])[C:28](=[O:35])[CH:27]=3)[CH2:22][CH2:21]2)=[CH:14][CH:13]=1>C(Cl)(Cl)Cl.[OH-].[Na+]>[CH3:32][N:31]1[C:26]([N:23]2[CH2:24][CH2:25][N:20]([CH2:19][CH2:18][CH2:17][O:16][C:15]3[CH:36]=[CH:37][C:12]([NH:11][C:3](=[O:4])[C:2]([F:7])([F:6])[F:1])=[CH:13][CH:14]=3)[CH2:21][CH2:22]2)=[CH:27][C:28](=[O:35])[N:29]([CH3:34])[C:30]1=[O:33] |f:4.5|. Procedure details: 0.5 ml of anhydrous trifluoroacetic acid was added dropwise at 0° C. to 20 ml of a dichloromethane solution containing 1.1 g of 6-[4-(3-[4-aminophenoxy]propyl)piperazin-1-yl]-1,3-dimethyl-2,4(1H,3H)-pyrimidinedione obtained in Example 6, and the solution was then stirred at the same temperature for 10 minutes and further at room temperature for 1 hour. Next, the reaction mixture was diluted with 100 ml of chloroform and 50 ml of a 0.5N aqueous sodium hydroxide solution so as to dissolve insolubl... Reactants: COC(=O)C1=CSC=C1NC(C(F)Cl)=O (4-(2-chloro-2-fluoro-acetylamino)-thiophene-3-carboxylic acid methyl ester), ClC=1C=C(C=CC1Cl)O (3,4-dichlorophenol). Yields the product ClC=1C=C(OC(C(=O)NC=2C(=CSC2)C(=O)O)F)C=CC1Cl (Rac-4-[2-(3,4-Dichloro-phenoxy)-2-fluoro-acetylamino]-thiophene-3-carboxylic acid). Reaction SMILES: C[O:2][C:3]([C:5]1[C:9]([NH:10][C:11](=[O:15])[CH:12](Cl)[F:13])=[CH:8][S:7][CH:6]=1)=[O:4].[Cl:16][C:17]1[CH:18]=[C:19]([OH:24])[CH:20]=[CH:21][C:22]=1[Cl:23]>>[Cl:16][C:17]1[CH:18]=[C:19]([CH:20]=[CH:21][C:22]=1[Cl:23])[O:24][CH:12]([F:13])[C:11]([NH:10][C:9]1[C:5]([C:3]([OH:2])=[O:4])=[CH:6][S:7][CH:8]=1)=[O:15]. Procedure details: In analogy to Example 58, the title compound was prepared using 4-(2-chloro-2-fluoro-acetylamino)-thiophene-3-carboxylic acid methyl ester and 3,4-dichlorophenol. MS (m/e): 362.0 (M−H).